describe an organic reaction: reactants, conditions, products, and yield From a dataset of the Open Reaction Database (ORD), a public repository of structured organic reaction records. The reactants are C(C1=CC=CC=C1)OC(N[C@H](CN1N=CC2=CC=C3C(=C12)C=C(O3)C(N)=O)C)=O ([(S)-2-(7-Carbamoyl-furo[2,3-g]indazol-1-yl)-1-methylethyl]-carbamic acid benzyl ester), S(=O)(Cl)Cl (thionyl chloride), N1=C(C=CC=C1)N1CCNCC1 (1-(2-pyridyl)piperazine), N1=C(C=CC=C1)N1CCNCC1 (1-(2-pyridyl)piperazine). The solvent is ClCCl (dichloromethane). Reaction conditions: time 30 minute. Yields the product C(C1=CC=CC=C1)OC(N[C@H](CN1N=CC2=CC=C3C(=C12)C=C(O3)CN3CCN(CC3)C3=NC=CC=C3)C)=O ({(S)-1-Methyl-2-[7-(4-pyridin-2-yl-piperazin-1-ylmethyl)-furo[2,3-g]indazol-1-yl]-ethyl}-carbamic acid benzyl ester). The yield is 84.3%. RXN SMILES: [CH2:1]([O:8][C:9](=[O:29])[NH:10][C@@H:11]([CH3:28])[CH2:12][N:13]1[C:21]2[C:16](=[CH:17][CH:18]=[C:19]3[O:24][C:23]([C:25](=O)[NH2:26])=[CH:22][C:20]3=2)[CH:15]=[N:14]1)[C:2]1[CH:7]=[CH:6][CH:5]=[CH:4][CH:3]=1.S(Cl)(Cl)=O.[N:34]1[CH:39]=[CH:38][CH:37]=[CH:36][C:35]=1[N:40]1[CH2:45][CH2:44]N[CH2:42][CH2:41]1>ClCCl>[CH2:1]([O:8][C:9](=[O:29])[NH:10][C@@H:11]([CH3:28])[CH2:12][N:13]1[C:21]2[C:16](=[CH:17][CH:18]=[C:19]3[O:24][C:23]([CH2:25][N:26]4[CH2:44][CH2:45][N:40]([C:35]5[CH:36]=[CH:37][CH:38]=[CH:39][N:34]=5)[CH2:41][CH2:42]4)=[CH:22][C:20]3=2)[CH:15]=[N:14]1)[C:2]1[CH:3]=[CH:4][CH:5]=[CH:6][CH:7]=1. Procedure: A solution of the product from Example 3, Step B (0.18 g, 0.475 mmol) in dichloromethane (20 mL) was cooled (ice bath) and thionyl chloride (0.052 mL, 0.71 mmol) added. The mixture was stirred for 30 min and then evaporated to a residue which was dissolved in dichloromethane (20 mL); this solution was evaporated and the residue dried under a vacuum. The residue was dissolved in dichloromethane (20 mL) and 1-(2-pyridyl)piperazine (0.5 mL, 3.4 mmol) was added, and the mixture was stirred at room t... Reactants: [N+](=O)([O-])C=1C=CC(=C(C1)/C=C/C(=O)NC)OC ((E)-3-(5-Nitro-2-methoxy-phenyl)-N-methyl-acrylamide), [S-2].[Na+].[Na+] (sodium sulphide). Run in O1CCOCC1.O (1,4-dioxan water). Conditions: temperature 80 celsius. Yields the product NC=1C=CC(=C(C1)/C=C/C(=O)NC)OC ((E)-3-(5-Amino-2-methoxy-phenyl)-N-methyl-acrylamide). The yield is 76.4%. RXN SMILES: [N+:1]([C:4]1[CH:5]=[CH:6][C:7]([O:16][CH3:17])=[C:8](/[CH:10]=[CH:11]/[C:12]([NH:14][CH3:15])=[O:13])[CH:9]=1)([O-])=O.[S-2].[Na+].[Na+]>O1CCOCC1.O>[NH2:1][C:4]1[CH:5]=[CH:6][C:7]([O:16][CH3:17])=[C:8](/[CH:10]=[CH:11]/[C:12]([NH:14][CH3:15])=[O:13])[CH:9]=1 |f:1.2.3,4.5|. Reported procedure: (E)-3-(5-Nitro-2-methoxy-phenyl)-N-methyl-acrylamide (0.75 g) and sodium sulphide (1.0 g) were combined in 1,4-dioxan/water (1:1, 20 ml) and warmed at 80° C. for 3 h. Solvent was removed at reduced pressure, the residue extracted with 10% methanol/dichloromethane and the extract filtered. The filtrate was evaporated to dryness and the residue column chromatographed (silica gel, 5% methanol:dichloromethane) to give the title compound (0.50 g). 1 H NMR δ: 2.68 (3H, d, J=0.4.8Hz), 3.71 (3H, s), 6.4... The reactants are FB(F)F, CCc1ccc(Cc2ccc(COC(C)=O)cc2O)cc1, CC(=O)OCC1OC(OC(=N)C(Cl)(Cl)Cl)C(OC(C)=O)C(OC(C)=O)C1OC(C)=O, CCOCC, ClCCl. Yields the product CCc1ccc(Cc2ccc(COC(C)=O)cc2OC2OC(COC(C)=O)C(OC(C)=O)C(OC(C)=O)C2OC(C)=O)cc1. RXN SMILES: [B:57]([F:58])([F:59])[F:60].[C:1]([CH3:2])(=[O:3])[O:4][CH2:5][c:6]1[cH:7][cH:8][c:9]([CH2:13][c:14]2[cH:15][cH:16][c:17]([CH2:20][CH3:21])[cH:18][cH:19]2)[c:10]([OH:12])[cH:11]1.[C:22]([CH3:23])(=[O:24])[O:25][CH:26]1[CH:27]([O:28][C:29](=[NH:30])[C:31]([Cl:32])([Cl:33])[Cl:34])[O:35][CH:36]([CH2:47][O:48][C:49]([CH3:50])=[O:51])[CH:37]([O:43][C:44]([CH3:45])=[O:46])[CH:38]1[O:39][C:40]([CH3:41])=[O:42].[CH2:52]([O:53][CH2:54][CH3:55])[CH3:56].[Cl:61][CH2:62][Cl:63]>>[C:1]([CH3:2])(=[O:3])[O:4][CH2:5][c:6]1[cH:7][cH:8][c:9]([CH2:13][c:14]2[cH:15][cH:16][c:17]([CH2:20][CH3:21])[cH:18][cH:19]2)[c:10]([O:12][CH:27]2[CH:26]([O:25][C:22]([CH3:23])=[O:24])[CH:38]([O:39][C:40]([CH3:41])=[O:42])[CH:37]([O:43][C:44]([CH3:45])=[O:46])[CH:36]([CH2:47][O:48][C:49]([CH3:50])=[O:51])[O:35]2)[cH:11]1. The reactants are heptene-3, RhCl3, C(CCC)P(CCCC)CCCC (tributyl phosphine), olefin, C(CC)C(C=O)CCC (2-propyl pentanal), C(C)C(C=O)CCCC (2-ethyl hexanal). Conditions: temperature 130 celsius, time 3 hour. The product is C(CC)C(C=O)CCC.C(C)C(C=O)CCCC (2-propyl pentanal 2-ethyl hexanal). As a reaction SMILES: C(P(CCCC)CCCC)CCC.[CH2:14]([CH:17]([CH2:20][CH2:21][CH3:22])[CH:18]=[O:19])[CH2:15][CH3:16].[CH2:23]([CH:25]([CH2:28][CH2:29][CH2:30][CH3:31])[CH:26]=[O:27])[CH3:24]>>[CH2:14]([CH:17]([CH2:20][CH2:21][CH3:22])[CH:18]=[O:19])[CH2:15][CH3:16].[CH2:23]([CH:25]([CH2:28][CH2:29][CH2:30][CH3:31])[CH:26]=[O:27])[CH3:24] |f:3.4|. Reported procedure: Into an autoclave are charged 294.6 g (=420 ml, 3 moles) of heptene-3, 50 ppm of Rh (based on heptene-3) in the form of RhCl3, and 2.8 g of tributyl phosphine (molar ratio of Rh:phosphine=1:100). A pressure of 150 bars is adjusted by introducing CO and H2 (molar ratio, 1:1). Thereafter, the temperature is increased to 130° C. and the pressure to 290 bars. After 3 hours, the olefin is reacted quantitatively. As is shown by the analysis by gas chromatography, the reaction product contains 2-propyl... Reactants: C(C)OC=C(C(=O)OCC)C(=O)[O-] (ethyl ethoxymethylenemalonate), CS(=O)(=O)OC1=C2CCCNC2=CC=C1 (5-methanesulfonyloxy-1,2,3,4-tetrahydroquinoline), polyphosphoric acid, P(O)(O)(O)=O (phosphoric acid), O=P12OP3(=O)OP(=O)(O1)OP(=O)(O2)O3 (phosphorus pentoxide), [OH-].[Na+] (sodium hydroxide), [OH-].[Na+] (sodium hydroxide). Run in O (water), C(C)O (ethanol). Reaction conditions: temperature 110 celsius. The product is CS(=O)(=O)OC1=CC=C2C(C(=CN3CCCC1=C23)C(=O)O)=O (8-methanesulfonyloxy-6,7-dihydro-1-oxo-1H,5H-benzo[ij]quinolizine-2-carboxylic acid). Yield: 66.8%. RXN SMILES: C(O[CH:4]=[C:5]([C:11]([O-:13])=O)[C:6]([O:8]CC)=[O:7])C.[CH3:14][S:15]([O:18][C:19]1[CH:28]=[CH:27][CH:26]=[C:25]2[C:20]=1[CH2:21][CH2:22][CH2:23][NH:24]2)(=[O:17])=[O:16].P(=O)(O)(O)O.O=P12OP3(OP(OP(O3)(O1)=O)(=O)O2)=O.[OH-].[Na+]>O.C(O)C>[CH3:14][S:15]([O:18][C:19]1[C:20]2=[C:25]3[N:24]([CH2:23][CH2:22][CH2:21]2)[CH:4]=[C:5]([C:6]([OH:8])=[O:7])[C:11](=[O:13])[C:26]3=[CH:27][CH:28]=1)(=[O:16])=[O:17] |f:4.5|. Procedure: 21.6 g of ethyl ethoxymethylenemalonate was added to 22.4 g of 5-methanesulfonyloxy-1,2,3,4-tetrahydroquinoline and the mixture was heated at 110° C. on an oil bath for 30 minutes while stirring, during which time distillation of ethanol was observed. After heating, 240 g of polyphosphoric acid prepared from 120 g of phosphoric acid and 120 g of phosphorus pentoxide was added to the mixture and the mixture was allowed to react on an oil bath at 140° C. for 45 minutes. After completion of the rea...